From a dataset of the Open Reaction Database (ORD), a public repository of structured organic reaction records. describe an organic reaction: reactants, conditions, products, and yield Starting materials: CC#N, OC1Cc2ccccc2C1O, c1ccc2c(c1)CC1OC21, O, O=S(=O)(O)O. Yields the product NC1c2ccccc2CC1O. RXN SMILES: [CH3:12][C:13]#[N:14].[CH:1]1([OH:11])[CH:2]([OH:10])[CH2:3][c:4]2[cH:5][cH:6][cH:7][cH:8][c:9]21.[O:20]1[CH:21]2[CH2:22][c:23]3[c:24]([cH:26][cH:27][cH:28][cH:29]3)[CH:25]12.[OH2:30].[S:15](=[O:16])(=[O:17])([OH:18])[OH:19]>>[CH:1]1([NH2:14])[CH:2]([OH:10])[CH2:3][c:4]2[cH:5][cH:6][cH:7][cH:8][c:9]21. Starting materials: CN(C)C=O, CCOCC, Nc1ccc(Oc2ccnc(NC(=O)N3CCOCC3)c2)c(F)c1, O=C(Cc1ccccc1)N=C=S. Product: O=C(Cc1ccccc1)NC(=S)Nc1ccc(Oc2ccnc(NC(=O)N3CCOCC3)c2)c(F)c1. As a reaction SMILES: [CH3:37][N:38]([CH3:39])[CH:40]=[O:41].[CH3:42][CH2:43][O:44][CH2:45][CH3:46].[NH2:1][c:2]1[cH:3][c:4]([F:24])[c:5]([O:6][c:7]2[cH:8][c:9]([NH:13][C:14](=[O:15])[N:16]3[CH2:17][CH2:18][O:19][CH2:20][CH2:21]3)[n:10][cH:11][cH:12]2)[cH:22][cH:23]1.[c:25]1([CH2:31][C:32](=[O:33])[N:34]=[C:35]=[S:36])[cH:26][cH:27][cH:28][cH:29][cH:30]1>>[NH:1]([c:2]1[cH:3][c:4]([F:24])[c:5]([O:6][c:7]2[cH:8][c:9]([NH:13][C:14](=[O:15])[N:16]3[CH2:17][CH2:18][O:19][CH2:20][CH2:21]3)[n:10][cH:11][cH:12]2)[cH:22][cH:23]1)[C:35]([NH:34][C:32]([CH2:31][c:25]1[cH:26][cH:27][cH:28][cH:29][cH:30]1)=[O:33])=[S:36]. The reactants are C[Si](C)(C)Cl (Trimethylsilyl chloride), [I-].[Na+] (sodium iodide), FC=1C=CC(=NC1)[C@H](C)NC1=NC(=NC=C1C)NC=1C(=NC=CC1)OC ((S)—N4-(1-(5-fluoropyridin-2-yl)ethyl)-N2-(2-methoxypyridin-3-yl)-5-methylpyrimidine-2,4-diamine). The solvent is C(C)#N (acetonitrile). Conditions: temperature 80 celsius. The product is FC=1C=CC(=NC1)[C@H](C)NC1=NC(=NC=C1C)NC=1C(NC=CC1)=O ((S)-3-(4-(1-(5-fluoropyridin-2-yl)ethylamino)-5-methylpyrimidin-2-ylamino)pyridin-2(1H)-one). Isolated yield 101.1%. As a reaction SMILES: C[Si](Cl)(C)C.[I-].[Na+].[F:8][C:9]1[CH:10]=[CH:11][C:12]([C@@H:15]([NH:17][C:18]2[C:23]([CH3:24])=[CH:22][N:21]=[C:20]([NH:25][C:26]3[C:27]([O:32]C)=[N:28][CH:29]=[CH:30][CH:31]=3)[N:19]=2)[CH3:16])=[N:13][CH:14]=1>C(#N)C>[F:8][C:9]1[CH:10]=[CH:11][C:12]([C@@H:15]([NH:17][C:18]2[C:23]([CH3:24])=[CH:22][N:21]=[C:20]([NH:25][C:26]3[C:27](=[O:32])[NH:28][CH:29]=[CH:30][CH:31]=3)[N:19]=2)[CH3:16])=[N:13][CH:14]=1 |f:1.2|. Procedure: Trimethylsilyl chloride (0.20 mL, 1.58 mmol) and sodium iodide (235 mg, 1.57 mmol) were added to a stirred solution of (S)—N4-(1-(5-fluoropyridin-2-yl)ethyl)-N2-(2-methoxypyridin-3-yl)-5-methylpyrimidine-2,4-diamine (Preparation 2b, 185 mg, 0.52 mmol) in acetonitrile (5 mL) and the mixture was stirred and heated at 80° C. for 45 min. After cooling to ambient temperature, the mixture was concentrated and treated with saturated aqueous sodium thiosulphate solution. After stirring for 10 minutes, t... Product: CC(Cl)C(Nc1ccccc1)C(=O)O. RXN SMILES: [CH2:42]1[O:43][CH2:44][CH2:45][CH2:46]1.[Cl:1][N:2]1[C:3](=[O:4])[CH2:5][CH2:6][C:7]1=[O:8].[c:28]1([NH:34][CH:35]([C:36](=[O:37])[O-:38])[CH:39]([CH3:40])[OH:41])[cH:29][cH:30][cH:31][cH:32][cH:33]1.[c:9]1([P:10]([c:11]2[cH:12][cH:13][cH:14][cH:15][cH:16]2)[c:17]2[cH:18][cH:19][cH:20][cH:21][cH:22]2)[cH:23][cH:24][cH:25][cH:26][cH:27]1>>[Cl:1][CH:39]([CH:35]([NH:34][c:28]1[cH:29][cH:30][cH:31][cH:32][cH:33]1)[C:36](=[O:37])[OH:38])[CH3:40]. Starting materials: C1CCOC1, O=C1CCC(=O)N1Cl, CC(O)C(Nc1ccccc1)C(=O)[O-], c1ccc(P(c2ccccc2)c2ccccc2)cc1. Starting materials: BrC=1C=C2C(=NC1)SC(=N2)CNS(=O)(=O)C (N-((6-bromothiazolo[5,4-b]pyridin-2-yl)methyl)methanesulfonamide), FC(C(=O)N[C@@H]([C@@H](C1=CC=C(C=C1)[Sn](C)(C)C)O)CF)F (2,2-difluoro-N-((1R,2S)-3-fluoro-1-hydroxy-1-(4-(trimethylstannyl)phenyl)propan-2-yl)acetamide), O1C(=CC=C1)P(C=1OC=CC1)C=1OC=CC1 (tris(2-furyl)phosphine). The reagents and catalysts are C=1C=CC(=CC1)/C=C/C(=O)/C=C/C2=CC=CC=C2.C=1C=CC(=CC1)/C=C/C(=O)/C=C/C2=CC=CC=C2.C=1C=CC(=CC1)/C=C/C(=O)/C=C/C2=CC=CC=C2.[Pd].[Pd] (Tris(dibenzylideneacetone)dipalladium(0)). The solvent is O (water), CN(C=O)C (dimethylformamide). Reaction conditions: temperature 70 celsius. The product is FC(C(=O)N[C@@H]([C@@H](C1=CC=C(C=C1)C=1C=C2C(=NC1)SC(=N2)CNS(=O)(=O)C)O)CF)F (2,2-difluoro-N-((1R,2S)-3-fluoro-1-hydroxy-1-(4-(2-(methylsulfonamidomethyl)thiazolo[5,4-b]pyridin-6-yl)phenyl)propan-2-yl)-acetamide). The yield is 25.2%. As a reaction SMILES: Br[C:2]1[CH:3]=[C:4]2[N:10]=[C:9]([CH2:11][NH:12][S:13]([CH3:16])(=[O:15])=[O:14])[S:8][C:5]2=[N:6][CH:7]=1.[F:17][CH:18]([F:37])[C:19]([NH:21][C@H:22]([CH2:35][F:36])[C@H:23]([OH:34])[C:24]1[CH:29]=[CH:28][C:27]([Sn](C)(C)C)=[CH:26][CH:25]=1)=[O:20].O1C=CC=C1P(C1OC=CC=1)C1OC=CC=1>CN(C)C=O.O.C1C=CC(/C=C/C(/C=C/C2C=CC=CC=2)=O)=CC=1.C1C=CC(/C=C/C(/C=C/C2C=CC=CC=2)=O)=CC=1.C1C=CC(/C=C/C(/C=C/C2C=CC=CC=2)=O)=CC=1.[Pd].[Pd]>[F:17][CH:18]([F:37])[C:19]([NH:21][C@H:22]([CH2:35][F:36])[C@H:23]([OH:34])[C:24]1[CH:25]=[CH:26][C:27]([C:2]2[CH:3]=[C:4]3[N:10]=[C:9]([CH2:11][NH:12][S:13]([CH3:16])(=[O:15])=[O:14])[S:8][C:5]3=[N:6][CH:7]=2)=[CH:28][CH:29]=1)=[O:20] |f:5.6.7.8.9|. Procedure: A mixture of N-((6-bromothiazolo[5,4-b]pyridin-2-yl)methyl)methanesulfonamide (236 mg, 0.732 mmol), 2,2-difluoro-N-((1R,2S)-3-fluoro-1-hydroxy-1-(4-(trimethylstannyl)phenyl)propan-2-yl)acetamide (300 mg, 0.0.732 mmol) and tris(2-furyl)phosphine (34 mg, 0.146 mmol) and Tris(dibenzylideneacetone)dipalladium(0) (68 mg, 0.0732 mmol) in dimethylformamide (3 mL) is heated at 70° C. for 5 hours under nitrogen. The mixture is then cooled, diluted with water (10 mL) and extracted with ethyl acetate (3×15...